This data is from the Open Reaction Database (ORD), a public repository of structured organic reaction records. The task is: describe an organic reaction: reactants, conditions, products, and yield Reactants: C=CCC1(C)CC(c2cccc(Cl)c2)C(c2ccc(Cl)cc2)N(C(CC)CC(O)C2CC2)C1=O, ClCCl, O. Yields the product C=CCC1(C)CC(c2cccc(Cl)c2)C(c2ccc(Cl)cc2)N(C(CC)CC(=O)C2CC2)C1=O. RXN SMILES: [CH2:1]([CH:2]=[CH2:3])[C:4]1([CH3:34])[C:5](=[O:33])[N:6]([CH:24]([CH2:25][CH:26]([OH:27])[CH:28]2[CH2:29][CH2:30]2)[CH2:31][CH3:32])[CH:7]([c:17]2[cH:18][cH:19][c:20]([Cl:23])[cH:21][cH:22]2)[CH:8]([c:10]2[cH:11][c:12]([Cl:16])[cH:13][cH:14][cH:15]2)[CH2:9]1.[Cl:36][CH2:37][Cl:38].[OH2:35]>>[CH2:1]([CH:2]=[CH2:3])[C:4]1([CH3:34])[C:5](=[O:33])[N:6]([CH:24]([CH2:25][C:26](=[O:27])[CH:28]2[CH2:29][CH2:30]2)[CH2:31][CH3:32])[CH:7]([c:17]2[cH:18][cH:19][c:20]([Cl:23])[cH:21][cH:22]2)[CH:8]([c:10]2[cH:11][c:12]([Cl:16])[cH:13][cH:14][cH:15]2)[CH2:9]1. The reactants are C(=O)(O)COC1=CC=C(C=C1)C1=NC=2N(C(N(C(C2N1)=O)CCC)=O)CCC (8-(4'-Carboxymethyloxyphenyl)-1,3-dipropyl xanthine), ON1[C@H]2CS[C@@H](CCCC(C(O)=O)N3C(CCC3=O)=O)[C@H]2NC1=O (N-Hydroxysuccinimido-d-biotin), CO (methanol), CCOCC (ether). The solvent is CN(C)C=O (DMF). Yields the product C(CCCC[C@@H]1SC[C@@H]2NC(=O)N[C@H]12)(=O)NCC[NH-].C(=O)(O)COC1=CC=C(C=C1)C1=NC=2N(C(N(C(C2N1)=O)CCC)=O)CCC (8-(4'-Carboxymethyloxyphenyl)-1,3-dipropylxanthine 2-(biotinylamino)ethylamide). As a reaction SMILES: [C:1]([CH2:4][O:5][C:6]1[CH:11]=[CH:10][C:9]([C:12]2[NH:20][C:19]3[C:18](=[O:21])[N:17]([CH2:22][CH2:23][CH3:24])[C:16](=[O:25])[N:15]([CH2:26][CH2:27][CH3:28])[C:14]=3[N:13]=2)=[CH:8][CH:7]=1)([OH:3])=[O:2].O[N:30]1[C:51](=[O:52])[NH:50][C@H:49]2[C@@H:31]1[CH2:32][S:33][C@H:34]2[CH2:35][CH2:36][CH2:37][CH:38](N1C(=O)CCC1=O)[C:39](=[O:41])O.CO.CCOCC>CN(C=O)C>[C:39]([NH:13][CH2:14][CH2:19][NH-:20])(=[O:41])[CH2:38][CH2:37][CH2:36][CH2:35][C@H:34]1[C@@H:49]2[C@@H:31]([NH:30][C:51]([NH:50]2)=[O:52])[CH2:32][S:33]1.[C:1]([CH2:4][O:5][C:6]1[CH:7]=[CH:8][C:9]([C:12]2[NH:20][C:19]3[C:18](=[O:21])[N:17]([CH2:22][CH2:23][CH3:24])[C:16](=[O:25])[N:15]([CH2:26][CH2:27][CH3:28])[C:14]=3[N:13]=2)=[CH:10][CH:11]=1)([OH:3])=[O:2] |f:5.6|. Procedure: Compound 6d (24.1 mg, 0.056 mmol) was suspended in 1 ml DMF. N-Hydroxysuccinimido-d-biotin (Sigma, 23.6 mg, 0.069 mmol) was added with stirring. A solution formed after several minutes, and a precipitate appeared soon thereafter. After one day methanol (1 ml) and ether were added. The precipitate was collected and dried (yield 26.6 mg, 73%). Starting materials: N([C@@H](C)C(=O)O)C(=O)OC(C)(C)C (Boc-Ala), amino acid, N([C@@H](CC1=CC=CC=C1)C(=O)O)C(=O)OC(C)(C)C (Boc-Phe), CN(C)C=O (DMF), C1CCC(CC1)N=C=NC2CCCCC2 (DCC). Solvent: amino acid, C(Cl)Cl (DCM). Product: N([C@@H](C)C(=O)N[C@@H](CC1=CC=CC=C1)C(=O)O)C(=O)OC(C)(C)C (Boc-Ala-Phe). As a reaction SMILES: [NH:1]([C:7]([O:9][C:10]([CH3:13])([CH3:12])[CH3:11])=[O:8])[C@H:2]([C:4]([OH:6])=O)[CH3:3].C1CCC(N=C=NC2CCCCC2)CC1.[NH:29](C(OC(C)(C)C)=O)[C@H:30]([C:38]([OH:40])=[O:39])[CH2:31][C:32]1[CH:37]=[CH:36][CH:35]=[CH:34][CH:33]=1.CN(C=O)C>C(Cl)Cl>[NH:1]([C:7]([O:9][C:10]([CH3:13])([CH3:12])[CH3:11])=[O:8])[C@H:2]([C:4]([NH:29][C@H:30]([C:38]([OH:40])=[O:39])[CH2:31][C:32]1[CH:37]=[CH:36][CH:35]=[CH:34][CH:33]=1)=[O:6])[CH3:3]. Reported procedure: On the other hand, 2 mmole of Boc-Ala, the 36th amino acid in the amino acid sequence, was dissolved in 5 ml ml of DCM. In an amino acid activating vessel, 2 ml of DCC (0.5M DCM solution) was added to the resulting solution They were reacted for 5 minutes. Thereafter, the reaction product was treated in the same manner as in the Boc-Phe After addition of DMF and subsequent concentration under a nitrogen gas stream, the resulting concentrate was transferred to a reaction vessel so as to conduct a...